From a dataset of the Open Reaction Database (ORD), a public repository of structured organic reaction records. describe an organic reaction: reactants, conditions, products, and yield The reactants are C(C=C)OC1(CCN(CC1)C1=C(C(=NC=2N1N=C(C2)C=2C=C(C=CC2)C2=C(C=C(C(=C2)F)C)O[C@@H](C)CC=C)C)[C@@H](C(=O)OC)OC(C)(C)C)C ((S)-methyl 2-(7-(4-(allyloxy)-4-methylpiperidin-1-yl)-2-(5′-fluoro-4′-methyl-2′-((S)-pent-4-en-2-yloxy)-[1,1′-biphenyl]-3-yl)-5-methylpyrazolo[1,5-a]pyrimidin-6-yl)-2-(tert-butoxy)acetate), C(C=C)OC1(CCN(CC1)C1=C(C(=NC=2N1N=C(C2)C=2C=C(C=CC2)C2=C(C(=CC=C2O[C@@H](C)CC=C)F)C)C)[C@@H](C(=O)OC)OC(C)(C)C)C ((S)-methyl 2-(7-(4-(allyloxy)-4-methylpiperidin-1-yl)-2-(3′-fluoro-2′-methyl-6′-((S)-pent-4-en-2-yloxy)-[1,1′-biphenyl]-3-yl)-5-methylpyrazolo[1,5-a]pyrimidin-6-yl)-2-(tert-butoxy)acetate). Yields the product C(C)(C)(C)O[C@H](C(=O)O)C1=C2N3CCC(OCCCC[C@@H](OC=4C=C(C(=CC4C4=CC=CC(C5=NN2C(N=C1C)=C5)=C4)F)C)C)(CC3)C ((2S)-2-(tert-Butoxy)-2-[(22S)-17-fluoro-4,18,22,28-tetramethyl-21,27-dioxa-1,5,7,8-tetraazahexacyclo[26.2.2.16,9.110,14.02,7.015,20]tetratriaconta-2,4,6(34),8,10(33), 11, 13, 15(20),16,18-decaen-3-yl]acetic acid). The yield is 9.0%. RXN SMILES: [CH2:1]([O:4][C:5]1([CH3:51])[CH2:10][CH2:9][N:8]([C:11]2[N:16]3[N:17]=[C:18]([C:20]4[CH:21]=[C:22]([C:26]5[CH:31]=[C:30]([F:32])[C:29]([CH3:33])=[CH:28][C:27]=5[O:34][C@H:35]([CH2:37][CH:38]=C)[CH3:36])[CH:23]=[CH:24][CH:25]=4)[CH:19]=[C:15]3[N:14]=[C:13]([CH3:40])[C:12]=2[C@H:41]([O:46][C:47]([CH3:50])([CH3:49])[CH3:48])[C:42]([O:44]C)=[O:43])[CH2:7][CH2:6]1)[CH:2]=C.C(OC1(C)CCN(C2N3N=C(C4C=C(C5C(O[C@H](CC=C)C)=CC=C(F)C=5C)C=CC=4)C=C3N=C(C)C=2[C@H](OC(C)(C)C)C(OC)=O)CC1)C=C>>[C:47]([O:46][C@@H:41]([C:12]1[C:13]([CH3:40])=[N:14][C:15]2=[CH:19][C:18]3=[N:17][N:16]2[C:11]=1[N:8]1[CH2:7][CH2:6][C:5]([CH3:51])([O:4][CH2:1][CH2:2][CH2:38][CH2:37][C@H:35]([CH3:36])[O:34][C:27]2[CH:28]=[C:29]([CH3:33])[C:30]([F:32])=[CH:31][C:26]=2[C:22]2[CH:21]=[C:20]3[CH:25]=[CH:24][CH:23]=2)[CH2:10][CH2:9]1)[C:42]([OH:44])=[O:43])([CH3:49])([CH3:50])[CH3:48]. Procedure: Prepared from a 2:1 mixture of (S)-methyl 2-(7-(4-(allyloxy)-4-methylpiperidin-1-yl)-2-(5′-fluoro-4′-methyl-2′-((S)-pent-4-en-2-yloxy)-[1,1′-biphenyl]-3-yl)-5-methylpyrazolo[1,5-a]pyrimidin-6-yl)-2-(tert-butoxy)acetate and (S)-methyl 2-(7-(4-(allyloxy)-4-methylpiperidin-1-yl)-2-(3′-fluoro-2′-methyl-6′-((S)-pent-4-en-2-yloxy)-[1,1′-biphenyl]-3-yl)-5-methylpyrazolo[1,5-a]pyrimidin-6-yl)-2-(tert-butoxy)acetate using the same procedures as intermediates 170 and example 81 in 9% yield. 1H NMR (400 MH... Starting materials: NCC(=O)O (glycine), N1C(CCC1)=O (2-pyrrolidinone), [O-]P(=O)([O-])[O-].[K+].[K+].[K+] (K3PO4), FC=1C=CC(=C(C1)C(C)=O)I (1-(5-fluoro-2-iodo-phenyl)-ethanone). Isolated yield 48.2%. Reaction SMILES: NCC(O)=O.[NH:6]1[CH2:10][CH2:9][CH2:8][C:7]1=[O:11].[O-]P([O-])([O-])=O.[K+].[K+].[K+].[F:20][C:21]1[CH:22]=[CH:23][C:24](I)=[C:25]([C:27](=[O:29])[CH3:28])[CH:26]=1>[Cu]I>[C:27]([C:25]1[CH:26]=[C:21]([F:20])[CH:22]=[CH:23][C:24]=1[N:6]1[CH2:10][CH2:9][CH2:8][C:7]1=[O:11])(=[O:29])[CH3:28] |f:2.3.4.5|. Reagents/catalysts: [Cu]I (CuI). Procedure: 1,4-Dioxane (50 mL) was degassed by heating briefly to reflux and bubbling nitrogen gas through the solvent for 10 minutes, whilst it cooled to room temperature. CuI (180 mg, 5 mol %), glycine (284 mg, 20 mol %), 2-pyrrolidinone (1.73 mL, 22.73 mmol), K3PO4 (10.05 g, 47.35 mmol) and 1-(5-fluoro-2-iodo-phenyl)-ethanone (5.0 g, 18.94 mmol) were added sequentially to the solvent and the reaction mixture was heated at 100° C. under N2 for 10 hours. The reaction mixture was filtered through a celite ... The product is C(C)(=O)C1=C(C=CC(=C1)F)N1C(CCC1)=O (1-(2-Acetyl-4-fluoro-phenyl)-pyrrolidin-2-one). Starting materials: [Li+].C[Si](C)(C)[N-][Si](C)(C)C (LiHMDS), NC(CC)C1CC(N(CC1)CC1=CC=C(C=C1)F)=O (4-(1-aminopropyl)-1-(4-fluorobenzyl)piperidin-2-one), C(C(=O)OCC)(=O)OCC (diethyl oxalate), [Li+].C[Si](C)(C)[N-][Si](C)(C)C (LiHMDS). Run in C1CCOC1 (THF). Reaction conditions: temperature -78 celsius, time 5 minute. Yields the product C(C)C1C2CCN(C(C2=C(C(N1)=O)O)=O)CC1=CC=C(C=C1)F (5-Ethyl-2-(4-fluorobenzyl)-8-hydroxy-2,3,4,4a,5,6-hexahydro-2,6-naphthyridine-1,7-dione). RXN SMILES: [NH2:1][CH:2]([CH:5]1[CH2:10][CH2:9][N:8]([CH2:11][C:12]2[CH:17]=[CH:16][C:15]([F:18])=[CH:14][CH:13]=2)[C:7](=[O:19])[CH2:6]1)[CH2:3][CH3:4].[Li+].C[Si]([N-][Si](C)(C)C)(C)C.[C:30](OCC)(=[O:36])[C:31](OCC)=[O:32]>C1COCC1>[CH2:3]([CH:2]1[NH:1][C:31](=[O:32])[C:30]([OH:36])=[C:6]2[CH:5]1[CH2:10][CH2:9][N:8]([CH2:11][C:12]1[CH:17]=[CH:16][C:15]([F:18])=[CH:14][CH:13]=1)[C:7]2=[O:19])[CH3:4] |f:1.2|. Procedure details: To a cooled (−78° C.) solution of 4-(1-aminopropyl)-1-(4-fluorobenzyl)piperidin-2-one (2.0 g, 8 mmol) in anhydrous THF (20 mL) was added LiHMDS (1M in THF, 18.9 mL, 18.9 mmol) under an atmosphere of nitrogen. After stirring at −78° C. for 5 min, diethyl oxalate (3.32 g, 22.7 mmol) was added to the reaction mixture. After stirring for 2 hours at −78° C., then for 0.5 hour at −20° C., LiHMDS (1M in THF, 22 mL, 22 mmol) was added. After stirring at room temperature for 24 hours, the reaction mixtur...